From a dataset of the Open Reaction Database (ORD), a public repository of structured organic reaction records. describe an organic reaction: reactants, conditions, products, and yield Reactants: CC(C)O, COc1ccccc1-c1cc(Cl)ncn1, CN(C)S(=O)(=O)Cc1cccc(N)c1. Yields the product COc1ccccc1-c1cc(Nc2cccc(CS(=O)(=O)N(C)C)c2)ncn1. As a reaction SMILES: [CH3:30][CH:31]([OH:32])[CH3:33].[Cl:1][c:2]1[n:3][cH:4][n:5][c:6](-[c:8]2[c:9]([O:14][CH3:15])[cH:10][cH:11][cH:12][cH:13]2)[cH:7]1.[NH2:16][c:17]1[cH:18][c:19]([CH2:23][S:24](=[O:25])(=[O:26])[N:27]([CH3:28])[CH3:29])[cH:20][cH:21][cH:22]1>>[c:2]1([NH:16][c:17]2[cH:18][c:19]([CH2:23][S:24](=[O:25])(=[O:26])[N:27]([CH3:28])[CH3:29])[cH:20][cH:21][cH:22]2)[n:3][cH:4][n:5][c:6](-[c:8]2[c:9]([O:14][CH3:15])[cH:10][cH:11][cH:12][cH:13]2)[cH:7]1. The solvent is C1=CC=CC=C1 (benzene). The yield is 41.0%. Procedure details: The general procedure was followed using 11.0 g of 1-vinyl-2-trifluoromethyl-2,3,3-trifluorocyclobutane dissolved in 11.15 g of benzene as the liquid feed at a flow rate of 1 ml/hr. Nitrogen was used as the inert carrier. The reactor was charged with 2.0 g of activated carbon. At 400° C. 41% of o-trifluoromethylfluorobenzene was produced. Product: FC(C1=C(C=CC=C1)F)(F)F (o-trifluoromethylfluorobenzene). Starting materials: C(=C)C1C(C(C1)(F)F)(F)C(F)(F)F (1-vinyl-2-trifluoromethyl-2,3,3-trifluorocyclobutane). As a reaction SMILES: [CH:1]([CH:3]1[CH2:6][C:5]([F:8])(F)[C:4]1([C:10]([F:13])([F:12])[F:11])F)=[CH2:2]>C1C=CC=CC=1>[F:13][C:10]([F:11])([F:12])[C:4]1[CH:2]=[CH:1][CH:3]=[CH:6][C:5]=1[F:8]. Starting materials: C(C)(=O)C1=CC=C(C(=C1NC(=O)C1=NC(=CC=C1)C)C)OC (6-methylpyridine-2-carboxylic acid (6-acetyl-3-methoxy-2-methylphenyl)-amide), [OH-].[K+] (KOH), O (water), N1=CC=CC=C1 (pyridine). Run at temperature 150 celsius. Yields the product OC1=CC(=NC2=CC(=CC=C12)C)C1=NC(=CC=C1)C (4-hydroxy-2-(6-methyl-2-pyridyl)-7-methylquinoline). The yield is 95.0%. As a reaction SMILES: [C:1]([C:4]1[C:9]([NH:10][C:11]([C:13]2[CH:18]=[CH:17][CH:16]=[C:15]([CH3:19])[N:14]=2)=O)=[C:8](C)[C:7](OC)=[CH:6][CH:5]=1)(=[O:3])[CH3:2].[OH-].[K+].O.N1C=CC=C[CH:27]=1>>[OH:3][C:1]1[C:4]2[C:9](=[CH:8][C:7]([CH3:27])=[CH:6][CH:5]=2)[N:10]=[C:11]([C:13]2[CH:18]=[CH:17][CH:16]=[C:15]([CH3:19])[N:14]=2)[CH:2]=1 |f:1.2|. Procedure details: To a solution of 6-methylpyridine-2-carboxylic acid (6-acetyl-3-methoxy-2-methyl-phenyl)-amide (96) in pyridine (15 mL) was added 2.5 equivalent of freshly grounded KOH along with water (200 μL). The mixture was heated by microwave irradiation at 150° C. for 30 min, then 80-85% of the pyridine was evaporated under reduced pressure. The residue was poured on ice and neutralized with acetic acid. The precipitate was filtered off, then dried to give the title compound (1.8 g, 95%): m/z=299 (M+H)+. The reactants are CO (methanol), NC(CC(=O)O)C1=CC(=CC=C1)[N+](=O)[O-] (3-amino-3-(3-nitrophenyl)propionic acid), S(O)(O)(=O)=O (sulphuric acid). Yields the product ester, NC(CC(=O)OC)C1=CC(=CC=C1)[N+](=O)[O-] (methyl 3-amino-3-(3-nitrophenyl)propionate). The yield is 62.0%. RXN SMILES: [NH2:1][CH:2]([C:7]1[CH:12]=[CH:11][CH:10]=[C:9]([N+:13]([O-:15])=[O:14])[CH:8]=1)[CH2:3][C:4]([OH:6])=[O:5].S(=O)(=O)(O)O.[CH3:21]O>>[NH2:1][CH:2]([C:7]1[CH:12]=[CH:11][CH:10]=[C:9]([N+:13]([O-:15])=[O:14])[CH:8]=1)[CH2:3][C:4]([O:6][CH3:21])=[O:5]. Procedure: A solution of 79.5 g (0.378 mol) D, 3-amino-3-(3-nitrophenyl)propionic acid, in 21 of methanol is admixed with 200 ml of sulphuric acid (conc.). The solution is heated at boiling point for 1 h. Most of the methanol is removed under reduced pressure and the residue is poured into ice-water. Using sodium carbonate, the pH is adjusted to 8. The aqueous phase is extracted with dichloromethane. Drying of the organic phase and removal of the solvent under reduced pressure gives the ester E, methyl 3-a... RXN SMILES: [CH2:1]([C:3]1[N:7]=[C:6]([C:8]2[S:12][C:11]([NH2:13])=[N:10][C:9]=2[C:14]2[CH:19]=[CH:18][CH:17]=[CH:16][CH:15]=2)[O:5][N:4]=1)[CH3:2].[S:20]1[CH:24]=[CH:23][CH:22]=[C:21]1[CH2:25][C:26](Cl)=[O:27]>>[CH2:1]([C:3]1[N:7]=[C:6]([C:8]2[S:12][C:11]([NH:13][C:26](=[O:27])[CH2:25][C:21]3[S:20][CH:24]=[CH:23][CH:22]=3)=[N:10][C:9]=2[C:14]2[CH:19]=[CH:18][CH:17]=[CH:16][CH:15]=2)[O:5][N:4]=1)[CH3:2]. Procedure details: Prepared from 5-(3-ethyl-[1,2,4]oxadiazol-5-yl)-4-phenyl-thiazol-2-ylamine and thiophen-2-yl-acetyl chloride. The product is C(C)C1=NOC(=N1)C1=C(N=C(S1)NC(CC=1SC=CC1)=O)C1=CC=CC=C1 (N-[5-(3-Ethyl-[1,2,4]oxadiazol-5-yl)-4-phenyl-thiazol-2-yl]-2-thiophen-2-yl-acetamide). The reactants are C(C)C1=NOC(=N1)C1=C(N=C(S1)N)C1=CC=CC=C1 (5-(3-ethyl-[1,2,4]oxadiazol-5-yl)-4-phenyl-thiazol-2-ylamine), S1C(=CC=C1)CC(=O)Cl (thiophen-2-yl-acetyl chloride).